Dataset: the Open Reaction Database (ORD), a public repository of structured organic reaction records. Task: describe an organic reaction: reactants, conditions, products, and yield Product: C(C(C)(C)C)(=O)OC[C@H](C1=C(C2=CC(=CC=C2C=C1C)C)OS(=O)(=O)C(F)(F)F)OC(C)(C)C ((S)-2-tert-butoxy-2-(3,7-dimethyl-1-(trifluoromethylsulfonyloxy)naphthalen-2-yl)ethyl pivalate). Reagents/catalysts: catalyst. As a reaction SMILES: [C:1]([O:7][CH2:8][C@H:9]([C:15]1[C:24]([CH3:25])=[CH:23][C:22]2[C:17](=[CH:18][C:19](Br)=[CH:20][CH:21]=2)[C:16]=1[O:27][S:28]([C:31]([F:34])([F:33])[F:32])(=[O:30])=[O:29])[O:10][C:11]([CH3:14])([CH3:13])[CH3:12])(=[O:6])[C:2]([CH3:5])([CH3:4])[CH3:3].[C:35](=O)([O-])[O-].[K+].[K+].CB1OB(C)OB(C)O1>O1CCOCC1>[C:1]([O:7][CH2:8][C@@H:9]([O:10][C:11]([CH3:14])([CH3:13])[CH3:12])[C:15]1[C:24]([CH3:25])=[CH:23][C:22]2[C:17](=[CH:18][C:19]([CH3:35])=[CH:20][CH:21]=2)[C:16]=1[O:27][S:28]([C:31]([F:34])([F:33])[F:32])(=[O:30])=[O:29])(=[O:6])[C:2]([CH3:5])([CH3:4])[CH3:3] |f:1.2.3|. Run at temperature 125 celsius. Solvent: O1CCOCC1 (1,4-dioxane). Reactants: C(C(C)(C)C)(=O)OC[C@@H](OC(C)(C)C)C1=C(C2=CC(=CC=C2C=C1C)Br)OS(=O)(=O)C(F)(F)F ((S)-2-(7-bromo-3-methyl-1-(trifluoromethylsulfonyloxy)naphthalen-2-yl)-2-tert-butoxyethyl pivalate), C([O-])([O-])=O.[K+].[K+] (potassium carbonate), CB1OB(OB(O1)C)C (trimethylboroxine). Procedure details: To a solution of (S)-2-(7-bromo-3-methyl-1-(trifluoromethylsulfonyloxy)naphthalen-2-yl)-2-tert-butoxyethyl pivalate (825 mg, 1.45 mmol) in 1,4-dioxane (7 mL) was added potassium carbonate (601 mg, 4.35 mmol), trimethylboroxine (220 mg, 1.74 mmol), and PdXPhos catalyst (107 mg, 0.145 mmol). The mixture was heated in a sealed vial in the microwave at 125° C. for 1 h. The mixture was filtered and concentrated in vacuo. The crude material was purified by column chromatography (EtOAc/hexanes) to give... The reactants are O=C(Cl)Cl, ClCCNCCCl, Cl, c1ccccc1. The product is O=C(Cl)N(CCCl)CCCl. As a reaction SMILES: [C:9](=[O:10])([Cl:11])[Cl:12].[Cl:1][CH2:2][CH2:3][NH:4][CH2:5][CH2:6][Cl:7].[ClH:8].[cH:13]1[cH:14][cH:15][cH:16][cH:17][cH:18]1>>[Cl:1][CH2:2][CH2:3][N:4]([CH2:5][CH2:6][Cl:7])[C:9](=[O:10])[Cl:11]. Starting materials: Cl (hydrochloride), Cl (hydrochloride), NC(C(=O)OCC)C(=O)[O-] (ethyl aminomalonate), NC(C(=O)OC)C(=O)[O-] (methyl aminomalonate), compound 4356, NC1=C(C=C(C=C1)C)C(=N)C1=CC=CC=C1 ((2-amino-5-methylphenyl)-phenyl-methane-imine). The product is CC=1C=CC2=C(C(=NC(C(N2)=O)C(=O)OCC)C2=CC=CC=C2)C1 (7-Methyl-3-ethoxycarbonyl-5-phenyl-2-oxo-2,3-dihydro-1H-benzo[f]-1,4-diazepine). As a reaction SMILES: Cl.NC(C([O-])=O)C(OC)=O.[NH2:11][CH:12]([C:18]([O-:20])=O)[C:13]([O:15][CH2:16][CH3:17])=[O:14].[NH2:21][C:22]1[CH:27]=[CH:26][C:25]([CH3:28])=[CH:24][C:23]=1[C:29]([C:31]1[CH:36]=[CH:35][CH:34]=[CH:33][CH:32]=1)=N>>[CH3:28][C:25]1[CH:26]=[CH:27][C:22]2[NH:21][C:18](=[O:20])[CH:12]([C:13]([O:15][CH2:16][CH3:17])=[O:14])[N:11]=[C:29]([C:31]3[CH:32]=[CH:33][CH:34]=[CH:35][CH:36]=3)[C:23]=2[CH:24]=1. Procedure: This compound is obtained by the procedure described in Example 22, the hydrochloride of methyl aminomalonate and compound 4356 CB being replaced by the equivalent quantities of, respectively, the hydrochloride of ethyl aminomalonate and (2-amino-5-methylphenyl)-phenyl-methane-imine prepared according to Example 12. Starting materials: C, COc1cc(OC)nc(N2CCN(Cc3ccccc3)CC2)n1, CCO, [H][H], [Pd]. Yields the product COc1cc(OC)nc(N2CCNCC2)n1. As a reaction SMILES: [C:29].[CH3:1][O:2][c:3]1[n:4][c:5]([N:11]2[CH2:12][CH2:13][N:14]([CH2:17][c:18]3[cH:19][cH:20][cH:21][cH:22][cH:23]3)[CH2:15][CH2:16]2)[n:6][c:7]([O:9][CH3:10])[cH:8]1.[CH3:26][CH2:27][OH:28].[H:24][H:25].[Pd:30]>>[CH3:1][O:2][c:3]1[n:4][c:5]([N:11]2[CH2:12][CH2:13][NH:14][CH2:15][CH2:16]2)[n:6][c:7]([O:9][CH3:10])[cH:8]1. Reactants: ClCCl, CC(C)C[Al+]CC(C)C, COc1ccc(-c2ccc(C#N)cc2)cc1, Cl, [H-], O. Product: COc1ccc(-c2ccc(C=O)cc2)cc1. Reaction SMILES: [CH2:29]([Cl:30])[Cl:31].[CH2:2]([Al+:3][CH2:4][CH:5]([CH3:6])[CH3:7])[CH:8]([CH3:9])[CH3:10].[CH3:11][O:12][c:13]1[cH:14][cH:15][c:16](-[c:19]2[cH:20][cH:21][c:22]([C:25]#[N:26])[cH:23][cH:24]2)[cH:17][cH:18]1.[ClH:27].[H-:1].[OH2:28]>>[CH3:11][O:12][c:13]1[cH:14][cH:15][c:16](-[c:19]2[cH:20][cH:21][c:22]([CH:25]=[O:28])[cH:23][cH:24]2)[cH:17][cH:18]1. Procedure details: A solution of 2 g (0.016 mole) of 3-aminothiophenol in 25 mL of dry DMF was added to 0.016 mole of sodium hydride (from 0.77 g of 50% sodium hydride washed with hexane to remove the oil). After all the sodium hydride has reacted, a solution of 2.8 g (0.01 mole) of trans-3-(4-bromophenyl)octahydroindolizine in 20 ml of dry DMF and 0.72 g (0.005 mole) of cuprous oxide were added. The mixture was refluxed overnight. Then an additional 0.35 g (0.002 mole) of cuprous oxide was added to the reaction m... Isolated yield 46.2%. Solvent: CN(C)C=O (DMF), CN(C)C=O (DMF). The reactants are NC=1C=C(C=CC1)S (3-aminothiophenol), [H-].[Na+] (sodium hydride), [H-].[Na+] (sodium hydride), BrC1=CC=C(C=C1)[C@@H]1CC[C@@H]2CCCCN12 (trans-3-(4-bromophenyl)octahydroindolizine), cuprous oxide, cuprous oxide. The product is C1C[C@H](N2CCCC[C@@H]12)C1=CC=C(C=C1)SC=1C=C(C=CC1)N (3-[[4-(trans-Octahydro-3-indolizinyl)phenyl]thio]-benzeneamine). As a reaction SMILES: [NH2:1][C:2]1[CH:3]=[C:4]([SH:8])[CH:5]=[CH:6][CH:7]=1.[H-].[Na+].Br[C:12]1[CH:17]=[CH:16][C:15]([C@H:18]2[N:26]3[C@@H:21]([CH2:22][CH2:23][CH2:24][CH2:25]3)[CH2:20][CH2:19]2)=[CH:14][CH:13]=1>CN(C=O)C>[CH2:20]1[C@H:21]2[N:26]([CH2:25][CH2:24][CH2:23][CH2:22]2)[C@H:18]([C:15]2[CH:14]=[CH:13][C:12]([S:8][C:4]3[CH:3]=[C:2]([NH2:1])[CH:7]=[CH:6][CH:5]=3)=[CH:17][CH:16]=2)[CH2:19]1 |f:1.2|. The reactants are C(#N)C=1C(=C2CCOC(C2=CC1)CN1CCN(CC1)C(=O)OC(C)(C)C)OC (tert-butyl 4-[(6-cyano-5-methoxy-3,4-dihydro-1H-isochromen-1-yl)methyl]piperazine-1-carboxylate), C(=O)(C(F)(F)F)O (TFA). Run in C(Cl)Cl (DCM). Conditions: time 1 hour. Product: COC1=C2CCOC(C2=CC=C1C#N)CN1CCNCC1 (5-methoxy-1-(piperazin-1-ylmethyl)-3,4-dihydro-1H-isochromene-6-carbonitrile). RXN SMILES: [C:1]([C:3]1[C:4]([O:27][CH3:28])=[C:5]2[C:10](=[CH:11][CH:12]=1)[CH:9]([CH2:13][N:14]1[CH2:19][CH2:18][N:17](C(OC(C)(C)C)=O)[CH2:16][CH2:15]1)[O:8][CH2:7][CH2:6]2)#[N:2].C(O)(C(F)(F)F)=O>C(Cl)Cl>[CH3:28][O:27][C:4]1[C:3]([C:1]#[N:2])=[CH:12][CH:11]=[C:10]2[C:5]=1[CH2:6][CH2:7][O:8][CH:9]2[CH2:13][N:14]1[CH2:19][CH2:18][NH:17][CH2:16][CH2:15]1. Procedure details: To a solution of tert-butyl 4-[(6-cyano-5-methoxy-3,4-dihydro-1H-isochromen-1-yl)methyl]piperazine-1-carboxylate (30 mg, 0.08 mmol) in 5 mL of DCM was added 5 mL of TFA was stirred at room temperature for 1 hours, and the reaction was concentrated to afford 5-methoxy-1-(piperazin-1-ylmethyl)-3,4-dihydro-1H-isochromene-6-carbonitrile. Starting materials: CN1CCOCC1, CCOC(C)=O, COC(=O)C(NC(C(N)C1CCCCC1)C(F)(F)F)C(C)(C)C, ClCCl, On1nnc2ccccc21, O=C(O)c1cnccn1. The product is COC(=O)C(NC(C(NC(=O)c1cnccn1)C1CCCCC1)C(F)(F)F)C(C)(C)C. As a reaction SMILES: [CH3:43][N:44]1[CH2:45][CH2:46][O:47][CH2:48][CH2:49]1.[CH3:53][CH2:54][O:55][C:56](=[O:57])[CH3:58].[CH:1]1([CH:7]([CH:8]([C:9]([F:10])([F:11])[F:12])[NH:13][CH:14]([C:15](=[O:16])[O:17][CH3:18])[C:19]([CH3:20])([CH3:21])[CH3:22])[NH2:23])[CH2:2][CH2:3][CH2:4][CH2:5][CH2:6]1.[Cl:50][CH2:51][Cl:52].[OH:33][n:34]1[c:35]2[cH:36][cH:37][cH:38][cH:39][c:40]2[n:41][n:42]1.[n:24]1[c:25]([C:30](=[O:31])[OH:32])[cH:26][n:27][cH:28][cH:29]1>>[CH:1]1([CH:7]([CH:8]([C:9]([F:10])([F:11])[F:12])[NH:13][CH:14]([C:15](=[O:16])[O:17][CH3:18])[C:19]([CH3:20])([CH3:21])[CH3:22])[NH:23][C:30]([c:25]2[n:24][cH:29][cH:28][n:27][cH:26]2)=[O:31])[CH2:2][CH2:3][CH2:4][CH2:5][CH2:6]1.